describe an organic reaction: reactants, conditions, products, and yield From a dataset of the Open Reaction Database (ORD), a public repository of structured organic reaction records. Reactants: CN1C(=O)C(=O)c2cccc(F)c21, NN, O, O. Yields the product CN1C(=O)Cc2cccc(F)c21. Reaction SMILES: [F:1][c:2]1[cH:3][cH:4][cH:5][c:6]2[c:10]1[N:9]([CH3:11])[C:8](=[O:12])[C:7]2=[O:13].[NH2:15][NH2:16].[OH2:14].[OH2:17]>>[F:1][c:2]1[cH:3][cH:4][cH:5][c:6]2[c:10]1[N:9]([CH3:11])[C:8](=[O:12])[CH2:7]2. Reactants: O=C(CC(=O)OCC)C1=C(C=C(C(=C1)F)F)F (ethyl 3-oxo-3-(2,4,5-trifluorophenyl)propanoate), COC(N(C)C)OC (N,N-dimethyformamide dimethyl acetal), Cl.C1(=CC=CC=C1)NN (phenylhydrazine hydrochloride salt). The solvent is CCOC(=O)C (EtOAc), C(C)O (ethanol). Yields the product C1(=CC=CC=C1)N1N=CC(=C1C1=C(C=C(C(=C1)F)F)F)C(=O)OCC (ethyl 1-phenyl-5-(2,4,5-trifluorophenyl)-1H-pyrazole-4-carboxylate). Reaction SMILES: O=[C:2]([C:9]1[CH:14]=[C:13]([F:15])[C:12]([F:16])=[CH:11][C:10]=1[F:17])[CH2:3][C:4]([O:6][CH2:7][CH3:8])=[O:5].COC(OC)[N:21]([CH3:23])C.Cl.[C:27]1([NH:33]N)[CH:32]=[CH:31][CH:30]=[CH:29][CH:28]=1>C(O)C.CCOC(C)=O>[C:27]1([N:33]2[C:2]([C:9]3[CH:14]=[C:13]([F:15])[C:12]([F:16])=[CH:11][C:10]=3[F:17])=[C:3]([C:4]([O:6][CH2:7][CH3:8])=[O:5])[CH:23]=[N:21]2)[CH:32]=[CH:31][CH:30]=[CH:29][CH:28]=1 |f:2.3|. Procedure: A solution of ethyl 3-oxo-3-(2,4,5-trifluorophenyl)propanoate (0.326 g, 1.32 mmol) and N,N-dimethyformamide dimethyl acetal in ethanol (5 mL) was heated in a 90° C. oil bath for 3 hours. Upon removal of the volatiles, the residue was dissolved in EtOH (3 mL) and phenylhydrazine hydrochloride salt (191 mg, 1.324 mmol) was added. The mixture was then heated at reflux for 6 hours. The reaction was cooled and diluted with EtOAc and the organic layer was washed with NaHCO3 and brine. The organic phas... Reagents/catalysts: [Cu]I (copper(I) iodide). Run at temperature 150 celsius. Reported procedure: A mixture of 250 mg (0.764 mmol) of the compound of Example 15A, 86 mg (0.841 mmol) of sodium methanesulphinate, 19 mg (0.168 mmol) of (S)-proline and 23 mg (0.168 mmol) of potassium carbonate in 3 ml of DMSO/water (4:1) was initially degassed, 16 mg (0.084 mmol) of copper(I) iodide were then added and the mixture was finally, under an argon atmosphere, heated in a microwave oven (Biotage Initiator, with Dynamic Field Tuning) at 150° C. for 30 min. After cooling to RT, the reaction mixture was f... The product is CS(=O)(=O)C=1C=C(C(=O)O)C=C(C1)S(F)(F)(F)(F)F (3-(Methylsulphonyl)-5-(pentafluoro-λ6-sulphanyl)benzoic acid). Reactants: BrC=1C=C(C(=O)O)C=C(C1)S(F)(F)(F)(F)F (3-Bromo-5-(pentafluoro-λ6-sulphanyl)benzoic acid), CS(=O)[O-].[Na+] (sodium methanesulphinate), N1[C@H](C(=O)O)CCC1 ((S)-proline), C([O-])([O-])=O.[K+].[K+] (potassium carbonate). The solvent is CS(=O)C.O (DMSO water). RXN SMILES: Br[C:2]1[CH:3]=[C:4]([CH:8]=[C:9]([S:11]([F:16])([F:15])([F:14])([F:13])[F:12])[CH:10]=1)[C:5]([OH:7])=[O:6].[CH3:17][S:18]([O-:20])=[O:19].[Na+].N1CCC[C@H]1C(O)=O.C(=O)([O-])[O-].[K+].[K+]>CS(C)=O.O.[Cu]I>[CH3:17][S:18]([C:2]1[CH:3]=[C:4]([CH:8]=[C:9]([S:11]([F:16])([F:15])([F:14])([F:13])[F:12])[CH:10]=1)[C:5]([OH:7])=[O:6])(=[O:20])=[O:19] |f:1.2,4.5.6,7.8|. Reactants: COC(=O)CCC\C=C/1\C(C2CCCC2C1)=O (3-[(E)-4-methoxycarbonylbutylidene]bicyclo[3,3,0]octan-2-one), 6a-oxo-6,9-methano-15-hydroxyprosta-5,13-dienoate, [OH-].[Li+] (lithium hydroxide), ( 15R ), ( 15S ), C(C)(=O)O (acetic acid). The solvent is CO (methanol). Reaction conditions: temperature 10 celsius, time 3.3 hour. Product: C12C(CCC2CCC1)=O (bicyclo[3,3,0]octan-2-one). Isolated yield 148.0%. Reaction SMILES: COC(CCC/C=[C:9]1/[C:10](=[O:17])[CH:11]2[CH:15]([CH2:16]/1)[CH2:14][CH2:13][CH2:12]2)=O.[OH-].[Li+].C(O)(=O)C>CO>[CH:11]12[CH2:12][CH2:13][CH2:14][CH:15]1[CH2:16][CH2:9][C:10]2=[O:17] |f:1.2|. Procedure: A stirred solution of 6-[(E)-(mixture of 3β and 3β)-hydroxyoct-1-enyl]-3-[(E)-4-methoxycarbonylbutylidene]bicyclo[3,3,0]octan-2-one (90 mg), prepared as described in Example 4 and predominantly in the 6β-configuration, otherwise known as (±)-methyl(5E,13E)-(9S),[mixture of (15R) and (15S)]-6a-oxo-6,9-methano-15-hydroxyprosta-5,13-dienoate, in methanol (2 ml) at 5° C. was treated with aqueous lithium hydroxide solution (1.5 ml; 1.0N). The resulting solution was stirred for 3.3 hours at 10° C. and... The reactants are C(CC)C1=NC2=C(N1CC1=CC=C(C=C1)C=1C(=CC=CC1)C(=O)OC(C)(C)C)C=C(C=C2C)C=2N=C1N(C=CC=C1)C2 (tert.-butyl 4'-[[2-n-propyl-4-methyl-6-(imidazo[1,2-a]pyridin-2-yl)-benzimidazol-1-yl]-methyl]-biphenyl-2-carboxylate), FC(C(=O)O)(F)F (trifluoroacetic acid). The solvent is C(Cl)Cl (methylene chloride). Product: C(CC)C1=NC2=C(N1CC1=CC=C(C=C1)C=1C(=CC=CC1)C(=O)O)C=C(C=C2C)C=2N=C1N(C=CC=C1)C2 (4'-[[2-n-Propyl-4-methyl-6-(imidazo[1,2-a]pyridin-2-yl)-benzimidazol-1-yl]-methyl]-biphenyl-2-carboxylic acid). As a reaction SMILES: [CH2:1]([C:4]1[N:8]([CH2:9][C:10]2[CH:15]=[CH:14][C:13]([C:16]3[C:17]([C:22]([O:24]C(C)(C)C)=[O:23])=[CH:18][CH:19]=[CH:20][CH:21]=3)=[CH:12][CH:11]=2)[C:7]2[CH:29]=[C:30]([C:34]3[N:35]=[C:36]4[CH:41]=[CH:40][CH:39]=[CH:38][N:37]4[CH:42]=3)[CH:31]=[C:32]([CH3:33])[C:6]=2[N:5]=1)[CH2:2][CH3:3].FC(F)(F)C(O)=O>C(Cl)Cl>[CH2:1]([C:4]1[N:8]([CH2:9][C:10]2[CH:15]=[CH:14][C:13]([C:16]3[C:17]([C:22]([OH:24])=[O:23])=[CH:18][CH:19]=[CH:20][CH:21]=3)=[CH:12][CH:11]=2)[C:7]2[CH:29]=[C:30]([C:34]3[N:35]=[C:36]4[CH:41]=[CH:40][CH:39]=[CH:38][N:37]4[CH:42]=3)[CH:31]=[C:32]([CH3:33])[C:6]=2[N:5]=1)[CH2:2][CH3:3]. Procedure details: Prepared analogously to Example 1 from tert.-butyl 4'-[[2-n-propyl-4-methyl-6-(imidazo[1,2-a]pyridin-2-yl)-benzimidazol-1-yl]-methyl]-biphenyl-2-carboxylate and trifluoroacetic acid in methylene chloride.